From a dataset of the Open Reaction Database (ORD), a public repository of structured organic reaction records. describe an organic reaction: reactants, conditions, products, and yield Reactants: COC([C@H](C)N(CC=O)C(=O)OCC1=CC=CC=C1)=O ((S)-2-[benzyloxycarbonyl-(2-oxo-ethyl)-amino]-propionic acid methyl ester), Cl.COC(C(CCN)(C)C)=O (4-amino-2,2-dimethyl-butyric acid methyl ester, hydrochloride), COC([C@H](C)N(CC=O)C(=O)OCC1=CC=CC=C1)=O ((S)-2-[benzyloxycarbonyl-(2-oxo-ethyl)-amino]-propionic acid methyl ester), Cl.COC(C(CCN)(C)C)=O (4-amino-2,2-dimethyl-butyric acid methyl ester, hydrochloride). Yields the product C(C1=CC=CC=C1)OC(=O)N1[C@H](C(N(CC1)CCC(C)(C)C(=O)OC)=O)C ((S)-4-(3-Methoxycarbonyl-3-methyl-butyl)-2-methyl-3-oxo-piperazine-1-carboxylic acid benzyl ester). Yield: 90.0%. RXN SMILES: CO[C:3](=[O:20])[C@@H:4]([N:6]([C:10]([O:12][CH2:13][C:14]1[CH:19]=[CH:18][CH:17]=[CH:16][CH:15]=1)=[O:11])[CH2:7][CH:8]=O)[CH3:5].Cl.[CH3:22][O:23][C:24](=[O:31])[C:25]([CH3:30])([CH3:29])[CH2:26][CH2:27][NH2:28]>>[CH2:13]([O:12][C:10]([N:6]1[CH2:7][CH2:8][N:28]([CH2:27][CH2:26][C:25]([C:24]([O:23][CH3:22])=[O:31])([CH3:30])[CH3:29])[C:3](=[O:20])[C@@H:4]1[CH3:5])=[O:11])[C:14]1[CH:15]=[CH:16][CH:17]=[CH:18][CH:19]=1 |f:1.2|. Procedure details: In analogy to the procedure described in Example 12D, (S)-2-[benzyloxycarbonyl-(2-oxo-ethyl)-amino]-propionic acid methyl ester (intermediate 12C) and 4-amino-2,2-dimethyl-butyric acid methyl ester, hydrochloride (intermediate 27) gave the titled compound in 90% yield as light yellow oil. MS: 377.21 (MH+). Starting materials: C(#N)CN1CCN(CC1)CCO (4-(cyanomethyl)piperazine-1-ethanol), [H-].[Al+3].[Li+].[H-].[H-].[H-] (lithium aluminum hydride), [OH-].[Na+] (sodium hydroxide). The solvent is C1CCOC1 (THF), C1CCOC1 (THF), C(C)O (ethanol). Reaction conditions: time 5 minute. Yields the product NCCN1CCN(CC1)CCO (4-(aminoethyl)piperazine-1-ethanol). RXN SMILES: [C:1]([CH2:3][N:4]1[CH2:9][CH2:8][N:7]([CH2:10][CH2:11][OH:12])[CH2:6][CH2:5]1)#[N:2].[H-].[Al+3].[Li+].[H-].[H-].[H-].[OH-].[Na+]>C1COCC1.C(O)C>[NH2:2][CH2:1][CH2:3][N:4]1[CH2:9][CH2:8][N:7]([CH2:10][CH2:11][OH:12])[CH2:6][CH2:5]1 |f:1.2.3.4.5.6,7.8|. Procedure details: A solution of 4-(cyanomethyl)piperazine-1-ethanol (1.69 g, 10 mmol) in THF (20 ml) was added to a solution of lithium aluminum hydride in THF (20 ml, 20 mmol) in an argon stream with ice cooling, the mixture was stirred at room temperature for 5 minutes and heated to reflux for 90 minutes. The reaction solution was allowed to cool, diluted with ethanol with ice cooling and stirred at room temperature for 15 minutes after adding an aqueous 1N sodium hydroxide solution thereto. This was filtered o... The reactants are C(C)C(C(CC(=O)OCC)O)CC=C (Ethyl 4-ethyl-3-hydroxyhept-6-enoate). Solvent: [OH-].[K+].CO (potassium hydroxide methanol). Conditions: time 8 hour. The product is C(C)C(C(CC(=O)O)O)CC=C (4-Ethyl-3-hydroxyhept-6-enoic acid). As a reaction SMILES: [CH2:1]([CH:3]([CH2:12][CH:13]=[CH2:14])[CH:4]([OH:11])[CH2:5][C:6]([O:8]CC)=[O:7])[CH3:2]>[OH-].[K+].CO>[CH2:1]([CH:3]([CH2:12][CH:13]=[CH2:14])[CH:4]([OH:11])[CH2:5][C:6]([OH:8])=[O:7])[CH3:2] |f:1.2.3|. Reported procedure: Ethyl 4-ethyl-3-hydroxyhept-6-enoate (3.64 g, 18.2 mmol) was dissolved in a 2 N potassium hydroxide-methanol solution (120 mL), and the solution was stirred overnight at room temperature. From the reaction solution, the solvent was distilled off under reduced pressure. To the residue, a 1 N aqueous sodium hydroxide solution (200 mL) was then added, followed by extraction with diethyl ether. The aqueous layer was made acidic by the addition of concentrated hydrochloric acid under ice cooling, fol... Run at temperature 180 celsius. Isolated yield 105.4%. RXN SMILES: [Br:1][C:2]1[CH:3]=[C:4]2[C:9](=[CH:10][CH:11]=1)[C:8](Cl)=[N:7][N:6]=[CH:5]2.[CH2:13]1[CH:22]2[CH:17]([CH2:18][CH2:19][CH2:20][CH2:21]2)[CH2:16][CH2:15][NH:14]1.C(=O)([O-])[O-].[K+].[K+]>C(#N)C>[Br:1][C:2]1[CH:3]=[C:4]2[C:9](=[CH:10][CH:11]=1)[C:8]([N:14]1[CH2:15][CH2:16][CH:17]3[CH:22]([CH2:21][CH2:20][CH2:19][CH2:18]3)[CH2:13]1)=[N:7][N:6]=[CH:5]2 |f:2.3.4|. Yields the product BrC=1C=C2C=NN=C(C2=CC1)N1CC2CCCCC2CC1 (6-bromo-1-(octahydroisoquinolin-2(1H)-yl)phthalazine). Run in C(C)#N (acetonitrile). Procedure details: A mixture of 6-bromo-1-chlorophthalazine (Example 1, 0.1 g, 411 μmol), decahydroisoquinoline (114 mg, 821 μmol), potassium carbonate (57 mg, 411 μmol) and 5 mL acetonitrile was added to a glass microwave reaction vessel. The reaction mixture was stirred and heated in a Smith Synthesizer® microwave reactor (Personal Chemistry, Inc., Upssala, Sweden) at 180° C. for 20 min. The mixture was concentrated under vacuum and purified via flash chromatography (silica gel) eluting with a gradient of 2% 2 M... Starting materials: BrC=1C=C2C=NN=C(C2=CC1)Cl (6-bromo-1-chlorophthalazine), C1NCCC2CCCCC12 (decahydroisoquinoline), C([O-])([O-])=O.[K+].[K+] (potassium carbonate).